The task is: describe an organic reaction: reactants, conditions, products, and yield. This data is from the Open Reaction Database (ORD), a public repository of structured organic reaction records. Starting materials: C[Mg]Br (methyl magnesium bromide), C(C)(=O)C1=CC=C(C=C1)S(=O)(=O)NC1=CC(=NN1C1=C2C=CC=NC2=CC=C1)C (4-acetyl-N-(3-methyl-1-(quinolin-5-yl)-1H-pyrazol-5-yl)benzenesulfonamide), ClCCl.CO (dichloromethane methanol). The solvent is C1CCOC1 (THF). Run at temperature -10 celsius. Yields the product OC(C)(C)C1=CC=C(C=C1)S(=O)(=O)NC1=CC(=NN1C1=C2C=CC=NC2=CC=C1)C (4-(2-hydroxypropan-2-yl)-N-(3-methyl-1-(quinolin-5-yl)-1H-pyrazol-5-yl)benzenesulfonamide). The yield is 32.0%. Reaction SMILES: C[Mg]Br.[C:4]([C:7]1[CH:12]=[CH:11][C:10]([S:13]([NH:16][C:17]2[N:21]([C:22]3[CH:31]=[CH:30][CH:29]=[C:28]4[C:23]=3[CH:24]=[CH:25][CH:26]=[N:27]4)[N:20]=[C:19]([CH3:32])[CH:18]=2)(=[O:15])=[O:14])=[CH:9][CH:8]=1)(=[O:6])[CH3:5].Cl[CH2:34]Cl.CO>C1COCC1>[OH:6][C:4]([C:7]1[CH:8]=[CH:9][C:10]([S:13]([NH:16][C:17]2[N:21]([C:22]3[CH:31]=[CH:30][CH:29]=[C:28]4[C:23]=3[CH:24]=[CH:25][CH:26]=[N:27]4)[N:20]=[C:19]([CH3:32])[CH:18]=2)(=[O:15])=[O:14])=[CH:11][CH:12]=1)([CH3:34])[CH3:5] |f:2.3|. Procedure details: A solution of methyl magnesium bromide (1.4 M solution in 3:1 toluene/THF, 1.4 mL, 2.0 mmol) was added to a flask containing 4-acetyl-N-(3-methyl-1-(quinolin-5-yl)-1H-pyrazol-5-yl)benzenesulfonamide (0.059 g, 0.15 mmol) in THF (6 mL) at −45° C. with stirring. The reaction mixture was slowly warmed to −10° C. over 1 h and 4:1 dichloromethane/methanol was added (2 mL). The organic layer was washed with aqueous saturated ammonium chloride, dried (Na2SO4), filtered, and concentrated in vacuo. The cr... The reactants are COB(OC)OC (trimethylborate), C(CCC)[Li] (n-butyllithium), hexanes, BrC1=CC=2C(C3=CC(=CC=C3C2C=C1)Br)(CCCCCCCC)CCCCCCCC (2,7-dibromo-9,9-dioctylfluorene), Cl (hydrochloric acid). The solvent is O1CCCC1 (tetrahydrofuran). Reaction conditions: temperature -70 celsius, time 1 hour. Yields the product BrC1=CC=2C(C3=CC(=CC=C3C2C=C1)O)(CCCCCCCC)CCCCCCCC (2-Bromo-9,9-dioctyl-7-hydroxyfluorene). Yield: 44.1%. Reaction SMILES: C([Li])CCC.[Br:6][C:7]1[CH:19]=[CH:18][C:17]2[C:16]3[C:11](=[CH:12][C:13](Br)=[CH:14][CH:15]=3)[C:10]([CH2:29][CH2:30][CH2:31][CH2:32][CH2:33][CH2:34][CH2:35][CH3:36])([CH2:21][CH2:22][CH2:23][CH2:24][CH2:25][CH2:26][CH2:27][CH3:28])[C:9]=2[CH:8]=1.C[O:38]B(OC)OC.Cl>O1CCCC1>[Br:6][C:7]1[CH:19]=[CH:18][C:17]2[C:16]3[C:11](=[CH:12][C:13]([OH:38])=[CH:14][CH:15]=3)[C:10]([CH2:29][CH2:30][CH2:31][CH2:32][CH2:33][CH2:34][CH2:35][CH3:36])([CH2:21][CH2:22][CH2:23][CH2:24][CH2:25][CH2:26][CH2:27][CH3:28])[C:9]=2[CH:8]=1. Procedure: 2.5M n-butyllithium in hexanes (20.0 cm3, 0.05 mol) was added dropwise to a solution of 2,7-dibromo-9,9-dioctylfluorene (20.0 g, 0.0364 mol) and tetrahydrofuran (300 cm3) maintaining a temperature of −70° C. After stirring for 1 h, trimethylborate (9.45 g, 0.09 mol) was added dropwise. After allowing the solution to reach RT, 20% hydrochloric acid (100 cm3) was added and the solution stirred for a further 1.5 h. The product was extracted into diethyl ether (2×100 cm3) and the combined extracts w... Product: Cc1c(NC(=O)CC(C)(C)C)cc2c(c1C)OC(C)(C)C2Cc1ccccc1. RXN SMILES: [C:36]([O:37][CH2:38][CH3:39])(=[O:40])[CH3:41].[CH2:1]([c:2]1[cH:3][cH:4][cH:5][cH:6][cH:7]1)[C:8]1([OH:29])[C:9]([CH3:27])([CH3:28])[O:10][c:11]2[c:12]1[cH:13][c:14]([NH:19][C:20]([CH2:21][C:22]([CH3:23])([CH3:24])[CH3:25])=[O:26])[c:15]([CH3:18])[c:16]2[CH3:17].[CH3:30][CH2:31][CH2:32][CH2:33][CH2:34][CH3:35]>>[CH2:1]([c:2]1[cH:3][cH:4][cH:5][cH:6][cH:7]1)[CH:8]1[C:9]([CH3:27])([CH3:28])[O:10][c:11]2[c:12]1[cH:13][c:14]([NH:19][C:20]([CH2:21][C:22]([CH3:23])([CH3:24])[CH3:25])=[O:26])[c:15]([CH3:18])[c:16]2[CH3:17]. Starting materials: CCOC(C)=O, Cc1c(NC(=O)CC(C)(C)C)cc2c(c1C)OC(C)(C)C2(O)Cc1ccccc1, CCCCCC. Starting materials: CO, N#Cc1cccc(N)c1O, Nc1ncccc1C=O. The product is N#Cc1cccc2c1OC(c1cccnc1N)N2. Reaction SMILES: [CH3:20][OH:21].[NH2:10][c:11]1[c:12]([OH:19])[c:13]([C:14]#[N:15])[cH:16][cH:17][cH:18]1.[NH2:1][c:2]1[n:3][cH:4][cH:5][cH:6][c:7]1[CH:8]=[O:9]>>[NH2:1][c:2]1[n:3][cH:4][cH:5][cH:6][c:7]1[CH:8]1[O:9][c:12]2[c:11]([cH:18][cH:17][cH:16][c:13]2[C:14]#[N:15])[NH:10]1. Reactants: C(C)(=O)NC=1C=C(C=CC1)O (3-acetamidophenol), C([O-])([O-])=O.[K+].[K+] (potassium carbonate), BrCCCBr (1,3-dibromopropane). The solvent is ClCCl (dichloromethane). Run at time 24 hour. The product is C(C)(=O)NC=1C=C(OCCCBr)C=CC1 (3-(3-acetamidophenoxy)propyl bromide). Reaction SMILES: [C:1]([NH:4][C:5]1[CH:6]=[C:7]([OH:11])[CH:8]=[CH:9][CH:10]=1)(=[O:3])[CH3:2].C(=O)([O-])[O-].[K+].[K+].[Br:18][CH2:19][CH2:20][CH2:21]Br>ClCCl>[C:1]([NH:4][C:5]1[CH:6]=[C:7]([CH:8]=[CH:9][CH:10]=1)[O:11][CH2:21][CH2:20][CH2:19][Br:18])(=[O:3])[CH3:2] |f:1.2.3|. Reported procedure: To 3-acetamidophenol (15.1 g) in dichloromethane (500 ml, dry) was added potassium carbonate (20 g) and then 1,3-dibromopropane (30 g). The resulting mixture was heated at reflux for 6 hours and then overnight at room temperature. After an additional 24 hours, the reaction was complete. Solids were filtered from the reaction mixture, and the solution was concentrated to an oil, which was purified to yield 3-(3-acetamidophenoxy)propyl bromide, 13.2 g. RXN SMILES: [CH3:1][O:2][C:3]1[C:16]2[C:15](=[O:17])[C:14]3[C:9](=[CH:10][CH:11]=[CH:12][C:13]=3[O:18][CH3:19])[C:8](=[O:20])[C:7]=2[CH:6]=[C:5]([CH3:21])[CH:4]=1.[Br:22]N1C(C)(C)C(=O)N(Br)C1=O.C(OOC(=O)C1C=CC=CC=1)(=O)C1C=CC=CC=1>C(Cl)(Cl)(Cl)Cl>[Br:22][CH2:21][C:5]1[CH:4]=[C:3]([O:2][CH3:1])[C:16]2[C:15](=[O:17])[C:14]3[C:9]([C:8](=[O:20])[C:7]=2[CH:6]=1)=[CH:10][CH:11]=[CH:12][C:13]=3[O:18][CH3:19]. Reported procedure: To a hot solution of 1,8-dimethoxy-3-methyl-9,10-anthraquinone (4.5 g, 16 mM) and 1,3-dibromo-5,5-dimethylhydantoin (2.75 g, 19.2 mM) in carbon tetrachloride (500 mL) is added benzoyl peroxide (0.7 g), and the mixture is heated under reflux for 5 hours. The mixture is allowed to cool to room temperature. Insoluble hydantoin is removed by filtration, the filtrate is concentrated to dryness, and the residue recrystallized twice from ethyl acetate to give 3-bromomethyl-1,8-dimethoxy-9,10-anthraquin... Product: BrCC=1C=C(C=2C(C3=C(C=CC=C3C(C2C1)=O)OC)=O)OC (3-bromomethyl-1,8-dimethoxy-9,10-anthraquinone). Run in C(Cl)(Cl)(Cl)Cl (carbon tetrachloride). The yield is 95.0%. The reactants are COC1=CC(=CC=2C(C3=CC=CC(=C3C(C12)=O)OC)=O)C (1,8-dimethoxy-3-methyl-9,10-anthraquinone), BrN1C(=O)N(C(=O)C1(C)C)Br (1,3-dibromo-5,5-dimethylhydantoin), C(C1=CC=CC=C1)(=O)OOC(C1=CC=CC=C1)=O (benzoyl peroxide).